Task: describe an organic reaction: reactants, conditions, products, and yield. Dataset: the Open Reaction Database (ORD), a public repository of structured organic reaction records The reactants are CN1CCC(=CC1)C1=CNC2=CC=C(C=C12)[N+](=O)[O-] (3-(1-Methyl-1,2,3,6-tetrahydropyridin-4-yl)-5-nitro-1H-indole), BrC=1C=NC=CC1 (3-bromopyridin), CuBr, C(=O)([O-])[O-].[K+].[K+] (K2CO3), [NH4+].[OH-] (NH4OH). The solvent is CN1C(CCC1)=O (N-methyl-2-pyrrolidone). Conditions: temperature 160 celsius, time 2.5 hour. The product is CN1CCC(=CC1)C1=CN(C2=CC=C(C=C12)[N+](=O)[O-])C=1C=NC=CC1 (3-(1-Methyl-1,2,3,6-tetrahydropyridin-4-yl)-5-nitro-1-pyridin-3-yl-1H-indole). RXN SMILES: [CH3:1][N:2]1[CH2:7][CH:6]=[C:5]([C:8]2[C:16]3[C:11](=[CH:12][CH:13]=[C:14]([N+:17]([O-:19])=[O:18])[CH:15]=3)[NH:10][CH:9]=2)[CH2:4][CH2:3]1.Br[C:21]1[CH:22]=[N:23][CH:24]=[CH:25][CH:26]=1.C([O-])([O-])=O.[K+].[K+].[NH4+].[OH-]>CN1CCCC1=O>[CH3:1][N:2]1[CH2:3][CH:4]=[C:5]([C:8]2[C:16]3[C:11](=[CH:12][CH:13]=[C:14]([N+:17]([O-:19])=[O:18])[CH:15]=3)[N:10]([C:21]3[CH:22]=[N:23][CH:24]=[CH:25][CH:26]=3)[CH:9]=2)[CH2:6][CH2:7]1 |f:2.3.4,5.6|. Procedure: 3-(1-Methyl-1,2,3,6-tetrahydropyridin-4-yl)-5-nitro-1H-indole (4.5 g), 3-bromopyridin (6.0 g), CuBr (4.5 g) and K2CO3 (8.0 g) in N-methyl-2-pyrrolidone (25 ml) were heated under stirring at 160° C. for 2.5 h. After cooling the reaction mixture was poured into diluted NH4OH (500 ml) and extracted with ethyl acetate (3×300 ml). The combined organic phases were dried (MgSO4) and the solvent evaporated. The title compound was obtained by recrystallization from acetone. Yield: 3.4 g (58%). M.p. 175°-... The reactants are BrCCCOC=1C=C2CCC(NC2=CC1)=O (6-(3-bromopropoxy)-3,4-dihydro-carbostyril), SC1=NC=CC=C1 (2-mercapto-pyridine). Yields the product N1=C(C=CC=C1)SCCCOC=1C=C2CCC(NC2=CC1)=O (6-[3-(2-Pyridyl-mercapto)-propoxy]-3,4-dihydro-carbostyril). As a reaction SMILES: Br[CH2:2][CH2:3][CH2:4][O:5][C:6]1[CH:7]=[C:8]2[C:13](=[CH:14][CH:15]=1)[NH:12][C:11](=[O:16])[CH2:10][CH2:9]2.[SH:17][C:18]1[CH:23]=[CH:22][CH:21]=[CH:20][N:19]=1>>[N:19]1[CH:20]=[CH:21][CH:22]=[CH:23][C:18]=1[S:17][CH2:2][CH2:3][CH2:4][O:5][C:6]1[CH:7]=[C:8]2[C:13](=[CH:14][CH:15]=1)[NH:12][C:11](=[O:16])[CH2:10][CH2:9]2. Procedure: Prepared analogous to Example 1 from 6-(3-bromopropoxy)-3,4-dihydro-carbostyril and 2-mercapto-pyridine. Starting materials: ClC1=C(OC2=NC(=NC=C2NC)SC)C=CC=C1 ([4-(2-chloro-phenoxy)-2-methylsulfanyl-pyrimidin-5-yl]-methyl-amine), FC(C=1C=C(C=C(C1)C(F)(F)F)C(C(=O)Cl)(C)C)(F)F (2-(3,5-bis-trifluormethyl-phenyl)-2-methyl-propionyl chloride). Yields the product FC(C=1C=C(C=C(C1)C(F)(F)F)C(C(=O)N(C)C=1C(=NC(=NC1)SC)OC1=C(C=CC=C1)Cl)(C)C)(F)F (2-(3,5-bis-trifluoromethyl-phenyl)-N-[4-(2-chloro-phenoxy)-2-methylsulfanyl-pyrimidin-5-yl]-N-methyl-isobutyramide). Reaction SMILES: [Cl:1][C:2]1[CH:18]=[CH:17][CH:16]=[CH:15][C:3]=1[O:4][C:5]1[C:10]([NH:11][CH3:12])=[CH:9][N:8]=[C:7]([S:13][CH3:14])[N:6]=1.[F:19][C:20]([F:38])([F:37])[C:21]1[CH:22]=[C:23]([C:31]([CH3:36])([CH3:35])[C:32](Cl)=[O:33])[CH:24]=[C:25]([C:27]([F:30])([F:29])[F:28])[CH:26]=1>>[F:29][C:27]([F:28])([F:30])[C:25]1[CH:24]=[C:23]([C:31]([CH3:35])([CH3:36])[C:32]([N:11]([C:10]2[C:5]([O:4][C:3]3[CH:15]=[CH:16][CH:17]=[CH:18][C:2]=3[Cl:1])=[N:6][C:7]([S:13][CH3:14])=[N:8][CH:9]=2)[CH3:12])=[O:33])[CH:22]=[C:21]([C:20]([F:19])([F:37])[F:38])[CH:26]=1. Procedure: The resulting [4-(2-chloro-phenoxy)-2-methylsulfanyl-pyrimidin-5-yl]-methyl-amine was treated with 2-(3,5-bis-trifluormethyl-phenyl)-2-methyl-propionyl chloride as described in Example 43e) to give 2-(3,5-bis-trifluoromethyl-phenyl)-N-[4-(2-chloro-phenoxy)-2-methylsulfanyl-pyrimidin-5-yl]-N-methyl-isobutyramide as a white foam, MS (ISP): 564.2 (M+H)+.